Dataset: the Open Reaction Database (ORD), a public repository of structured organic reaction records. Task: describe an organic reaction: reactants, conditions, products, and yield The product is OCCN1CCN(CC1)CCCN1C(C=2C(C1=O)=CC=CC2)=O (N-[3-[4-(2-hydroxyethyl)-1-piperazinyl]propyl]phthalimide). Isolated yield 53.2%. Conditions: time 3 hour. The reactants are BrCCCN1C(C=2C(C1=O)=CC=CC2)=O (N-(3-bromopropyl)phthalimide), OCCN1CCNCC1 (1-(2-hydroxyethyl)piperazine), C([O-])([O-])=O.[K+].[K+] (potassium carbonate). Run in CC(=O)C (acetone). Procedure: To the solution of N-(3-bromopropyl)phthalimide (40.5 g) in acetone (375 ml) were added 1-(2-hydroxyethyl)piperazine (31.5 g) and potassium carbonate (63.0 g). The resulting mixture was refluxed with stirring for 3 hours. The reaction mixture was filtered and the filtrate was evaporated. The residual oil was subjected to column chromatography on silica gel, eluting with a mixture of chloroform and methanol (9:1). The fractions containing the object compound were collected and then evaporated to ... RXN SMILES: Br[CH2:2][CH2:3][CH2:4][N:5]1[C:9](=[O:10])[C:8]2=[CH:11][CH:12]=[CH:13][CH:14]=[C:7]2[C:6]1=[O:15].[OH:16][CH2:17][CH2:18][N:19]1[CH2:24][CH2:23][NH:22][CH2:21][CH2:20]1.C(=O)([O-])[O-].[K+].[K+]>CC(C)=O>[OH:16][CH2:17][CH2:18][N:19]1[CH2:24][CH2:23][N:22]([CH2:2][CH2:3][CH2:4][N:5]2[C:9](=[O:10])[C:8]3=[CH:11][CH:12]=[CH:13][CH:14]=[C:7]3[C:6]2=[O:15])[CH2:21][CH2:20]1 |f:2.3.4|. The reactants are [N+](=O)([O-])C1=CC=C(C=C1)S(=O)(=O)N1CCC(CC1)NC(C=C)=O (N-[1-(4-Nitro-benzenesulfonyl)-piperidin-4-yl]-acrylamide), C(C)O (ethanol), [Cl-].[NH4+] (ammonium chloride). Reagents/catalysts: [Fe] (iron). Solvent: O (water). Conditions: temperature 80 celsius. Yields the product NC1=CC=C(C=C1)S(=O)(=O)N1CCC(CC1)NC(C=C)=O (N-[1-(4-Amino-benzenesulfonyl)-piperidin-4-yl]-acrylamide). The yield is 50.6%. As a reaction SMILES: [N+:1]([C:4]1[CH:9]=[CH:8][C:7]([S:10]([N:13]2[CH2:18][CH2:17][CH:16]([NH:19][C:20](=[O:23])[CH:21]=[CH2:22])[CH2:15][CH2:14]2)(=[O:12])=[O:11])=[CH:6][CH:5]=1)([O-])=O.C(O)C.[Cl-].[NH4+]>[Fe].O>[NH2:1][C:4]1[CH:5]=[CH:6][C:7]([S:10]([N:13]2[CH2:14][CH2:15][CH:16]([NH:19][C:20](=[O:23])[CH:21]=[CH2:22])[CH2:17][CH2:18]2)(=[O:11])=[O:12])=[CH:8][CH:9]=1 |f:2.3|. Procedure details: N-[1-(4-Nitro-benzenesulfonyl)-piperidin-4-yl]-acrylamide (2.80 g, 8.3 mmol) was suspended in a 5:1 mixture of ethanol and water (30 ml). To this solution was added iron powder (1.20 g, 21.0 mmol) followed by saturated ammonium chloride solution (3 ml) and the mixture was heated to 80° C. for three hours. After this time, the reaction mixture was cooled to room temperature and filtered through a pad of celite, the celite was washed with ethanol (10 ml) and EtOAc (50 ml) and the solution was conc... Reactants: C1(=CC=CC=C1)P(C1=C(C=CC=C1)CN(C)C)C1=CC=CC=C1 (2-(diphenylphosphino)-N,N-dimethylbenzenemethanamine), C(OC)(=O)N=[N+]=[N-] (methyl carbonazidate). Solvent: CCOCC (ether). Product: CN(C)CC1=C(C=CC=C1)P(C1=CC=CC=C1)(C1=CC=CC=C1)=NC(OC)=O ([[2-[(Dimethylamino)methyl]phenyl]diphenylphosphoranylidene]carbamic acid, methyl ester). RXN SMILES: [C:1]1([P:7]([C:18]2[CH:23]=[CH:22][CH:21]=[CH:20][CH:19]=2)[C:8]2[CH:13]=[CH:12][CH:11]=[CH:10][C:9]=2[CH2:14][N:15]([CH3:17])[CH3:16])[CH:6]=[CH:5][CH:4]=[CH:3][CH:2]=1.[C:24]([N:28]=[N+]=[N-])(=[O:27])[O:25][CH3:26]>CCOCC>[CH3:16][N:15]([CH2:14][C:9]1[CH:10]=[CH:11][CH:12]=[CH:13][C:8]=1[P:7](=[N:28][C:24](=[O:27])[O:25][CH3:26])([C:18]1[CH:23]=[CH:22][CH:21]=[CH:20][CH:19]=1)[C:1]1[CH:2]=[CH:3][CH:4]=[CH:5][CH:6]=1)[CH3:17]. Reported procedure: A 2.0 g portion of 2-(diphenylphosphino)-N,N-dimethylbenzenemethanamine was reacted with 4.0 ml of 1M methyl carbonazidate in ether as described in Example 1, giving 1.32 g of the desired product, mp 95°-97° C. Reactants: CC(C)(C)OC(=O)Nc1cc(F)c(F)cc1C(=O)NCC(=O)NCC1CCN(Cc2ccc(O)c([N+](=O)[O-])c2)CC1, CO. Product: CC(C)(C)OC(=O)Nc1cc(F)c(F)cc1C(=O)NCC(=O)NCC1CCN(Cc2ccc(O)c(N)c2)CC1. Reaction SMILES: [C:1]([CH3:2])([CH3:3])([CH3:4])[O:5][C:6](=[O:7])[NH:8][c:9]1[c:10]([C:11](=[O:12])[NH:13][CH2:14][C:15](=[O:16])[NH:17][CH2:18][CH:19]2[CH2:20][CH2:21][N:22]([CH2:25][c:26]3[cH:27][c:28]([N+:33]([O-:34])=[O:35])[c:29]([OH:32])[cH:30][cH:31]3)[CH2:23][CH2:24]2)[cH:36][c:37]([F:41])[c:38]([F:40])[cH:39]1.[CH3:42][OH:43]>>[C:1]([CH3:2])([CH3:3])([CH3:4])[O:5][C:6](=[O:7])[NH:8][c:9]1[c:10]([C:11](=[O:12])[NH:13][CH2:14][C:15](=[O:16])[NH:17][CH2:18][CH:19]2[CH2:20][CH2:21][N:22]([CH2:25][c:26]3[cH:27][c:28]([NH2:33])[c:29]([OH:32])[cH:30][cH:31]3)[CH2:23][CH2:24]2)[cH:36][c:37]([F:41])[c:38]([F:40])[cH:39]1. Starting materials: CCOC(=O)c1cc(OC(C)=O)ccc1-n1nnnc1C, CC[O-], [Cl-], [K+], [NH4+], CN(C)C=O, O. Yields the product CCOC(=O)c1cc(O)ccc1-n1nnnc1C. As a reaction SMILES: [C:1](=[O:2])([CH3:3])[O:4][c:5]1[cH:6][cH:7][c:8](-[n:16]2[n:17][n:18][n:19][c:20]2[CH3:21])[c:9]([C:10](=[O:11])[O:12][CH2:13][CH3:14])[cH:15]1.[CH3:22][CH2:23][O-:24].[Cl-:27].[K+:25].[NH4+:28].[O:29]=[CH:30][N:31]([CH3:32])[CH3:33].[OH2:26]>>[OH:4][c:5]1[cH:6][cH:7][c:8](-[n:16]2[n:17][n:18][n:19][c:20]2[CH3:21])[c:9]([C:10](=[O:11])[O:12][CH2:13][CH3:14])[cH:15]1. The reactants are Nc1ccc(OCc2ccccc2)cc1, CN(C)c1ccccc1, ClC(Cl)Cl, O=C(O)c1c(Cl)ccc([N+](=O)[O-])c1Cl. Product: O=C(O)c1c(Cl)ccc([N+](=O)[O-])c1Nc1ccc(OCc2ccccc2)cc1. As a reaction SMILES: [CH2:15]([c:16]1[cH:17][cH:18][cH:19][cH:20][cH:21]1)[O:22][c:23]1[cH:24][cH:25][c:26]([NH2:27])[cH:28][cH:29]1.[CH3:30][N:31]([c:32]1[cH:33][cH:34][cH:35][cH:36][cH:37]1)[CH3:38].[CH:39]([Cl:40])([Cl:41])[Cl:42].[Cl:1][c:2]1[c:3]([C:4](=[O:5])[OH:6])[c:7]([Cl:14])[cH:8][cH:9][c:10]1[N+:11](=[O:12])[O-:13]>>[c:2]1([NH:27][c:26]2[cH:25][cH:24][c:23]([O:22][CH2:15][c:16]3[cH:17][cH:18][cH:19][cH:20][cH:21]3)[cH:29][cH:28]2)[c:3]([C:4](=[O:5])[OH:6])[c:7]([Cl:14])[cH:8][cH:9][c:10]1[N+:11](=[O:12])[O-:13].